Dataset: the Open Reaction Database (ORD), a public repository of structured organic reaction records. Task: describe an organic reaction: reactants, conditions, products, and yield The reactants are N#CCNC(=O)C1(N)CCCCC1C(=O)OCC1c2ccccc2-c2ccccc21, C1CCNCC1, CO, ClCCl, CN(C)C=O, O. Yields the product N#CCNC(=O)C1(N)CCCCC1. As a reaction SMILES: [C:1](#[N:2])[CH2:3][NH:4][C:5](=[O:6])[C:7]1([NH2:30])[CH:8]([C:13]([O:14][CH2:15][CH:16]2[c:17]3[c:18]([cH:19][cH:20][cH:21][cH:22]3)-[c:23]3[c:24]2[cH:25][cH:26][cH:27][cH:28]3)=[O:29])[CH2:9][CH2:10][CH2:11][CH2:12]1.[CH2:31]1[CH2:32][CH2:33][NH:34][CH2:35][CH2:36]1.[CH3:41][OH:42].[Cl:38][CH2:39][Cl:40].[O:43]=[CH:44][N:45]([CH3:46])[CH3:47].[OH2:37]>>[C:1](#[N:2])[CH2:3][NH:4][C:5](=[O:6])[C:7]1([NH2:30])[CH2:8][CH2:9][CH2:10][CH2:11][CH2:12]1. The reactants are BrC1=CC=C2C(=CN(C2=C1)C)C (6-bromo-1,3-dimethyl-1H-indole), C1N(CCC2=CC=CC=C12)CC(COC1=CC(=CC=C1)B1OC(C(O1)(C)C)(C)C)O (1-(3,4-dihydroisoquinolin-2(1H)-yl)-3-(3-(4,4,5,5-tetramethyl-1,3,2-dioxaborolan-2-yl)phenoxy)propan-2-ol), C(=O)([O-])[O-].[K+].[K+] (K2CO3). Reagents/catalysts: C1=CC=C(C=C1)P([C-]2C=CC=C2)C3=CC=CC=C3.C1=CC=C(C=C1)P([C-]2C=CC=C2)C3=CC=CC=C3.Cl[Pd]Cl.[Fe+2] (Pd(dppf)Cl2). The solvent is O1CCOCC1 (dioxane), O (H2O). Conditions: temperature 100 celsius, time 16 hour. Product: C1N(CCC2=CC=CC=C12)CC(COC1=CC(=CC=C1)C1=CC=C2C(=CN(C2=C1)C)C)O (1-(3,4-dihydroisoquinolin-2(1H)-yl)-3-(3-(1,3-dimethyl-1H-indol-6-yl)phenoxy)propan-2-ol). The yield is 10.0%. Reaction SMILES: Br[C:2]1[CH:10]=[C:9]2[C:5]([C:6]([CH3:12])=[CH:7][N:8]2[CH3:11])=[CH:4][CH:3]=1.[CH2:13]1[C:22]2[C:17](=[CH:18][CH:19]=[CH:20][CH:21]=2)[CH2:16][CH2:15][N:14]1[CH2:23][CH:24]([OH:42])[CH2:25][O:26][C:27]1[CH:32]=[CH:31][CH:30]=[C:29](B2OC(C)(C)C(C)(C)O2)[CH:28]=1.C([O-])([O-])=O.[K+].[K+]>O1CCOCC1.O.C1C=CC(P(C2C=CC=CC=2)[C-]2C=CC=C2)=CC=1.C1C=CC(P(C2C=CC=CC=2)[C-]2C=CC=C2)=CC=1.Cl[Pd]Cl.[Fe+2]>[CH2:13]1[C:22]2[C:17](=[CH:18][CH:19]=[CH:20][CH:21]=2)[CH2:16][CH2:15][N:14]1[CH2:23][CH:24]([OH:42])[CH2:25][O:26][C:27]1[CH:32]=[CH:31][CH:30]=[C:29]([C:2]2[CH:10]=[C:9]3[C:5]([C:6]([CH3:12])=[CH:7][N:8]3[CH3:11])=[CH:4][CH:3]=2)[CH:28]=1 |f:2.3.4,7.8.9.10|. Procedure: A mixture of 6-bromo-1,3-dimethyl-1H-indole (200 mg, 0.89 mmol), 1-(3,4-dihydroisoquinolin-2(1H)-yl)-3-(3-(4,4,5,5-tetramethyl-1,3,2-dioxaborolan-2-yl)phenoxy)propan-2-ol (401 mg, 0.98 mmol), K2CO3 (369 mg, 2.67 mmol) and Pd(dppf)Cl2 (50 mg) in dioxane (8 mL) and H2O (2 mL) was stirred at 100° C. for 16 h under N2. The catalyst was filtered and the filtrate was concentrated. The residue was purified by prep-HPLC to afford the title compound (38 mg, Yield 10%). 1H NMR (400 MHz, MeOD): δ 8.42 (s, ... Reactants: O=C1N(CCC12CCN(CC2)S(=O)(=O)Cl)C2=CC=C(C=C2)OC(F)(F)F (1-Oxo-2-(4-trifluoromethoxy-phenyl)-2,8-diaza-spiro[4.5]decane-8-sulfonyl chloride), C(C)NCC (diethylamine). Reaction conditions: time 2 hour. Yields the product C(C1=CC=CC=C1)N(S(=O)(=O)N1CCC2(CCN(C2=O)C2=CC=C(C=C2)OC(F)(F)F)CC1)C (1-Oxo-2-(4-trifluoromethoxy-phenyl)-2,8-diaza-spiro[4.5]decane-8-sulfonic acid benzyl-methyl-amide). Reaction SMILES: [O:1]=[C:2]1[C:6]2([CH2:11][CH2:10][N:9]([S:12](Cl)(=[O:14])=[O:13])[CH2:8][CH2:7]2)[CH2:5][CH2:4][N:3]1[C:16]1[CH:21]=[CH:20][C:19]([O:22][C:23]([F:26])([F:25])[F:24])=[CH:18][CH:17]=1.[CH2:27]([NH:29][CH2:30][CH3:31])C>>[CH2:30]([N:29]([CH3:27])[S:12]([N:9]1[CH2:10][CH2:11][C:6]2([C:2](=[O:1])[N:3]([C:16]3[CH:21]=[CH:20][C:19]([O:22][C:23]([F:26])([F:25])[F:24])=[CH:18][CH:17]=3)[CH2:4][CH2:5]2)[CH2:7][CH2:8]1)(=[O:14])=[O:13])[C:31]1[CH:8]=[CH:7][CH:6]=[CH:5][CH:4]=1. Procedure: This material was prepared in analogy to example 285 step B) from 1-Oxo-2-(4-trifluoromethoxy-phenyl)-2,8-diaza-spiro[4.5]decane-8-sulfonyl chloride and diethylamine. The reaction was subjected to work-up and purification after stirring for 2 h at room temperature. MS (ESI): 498.5 (MH+). Reactants: Nc1ccc(C(=O)c2ccccc2)cc1N, CCOC(C)=O, Cc1ccccc1, CC(C)S(=O)(=O)Cl, ClCCl, Cl, [Na+], [OH-], c1ccncc1. As a reaction SMILES: [C:1]([c:2]1[cH:3][cH:4][cH:5][cH:6][cH:7]1)(=[O:8])[c:9]1[cH:10][c:11]([NH2:16])[c:12]([NH2:15])[cH:13][cH:14]1.[CH3:30][CH2:31][O:32][C:33](=[O:34])[CH3:35].[CH3:42][c:43]1[cH:44][cH:45][cH:46][cH:47][cH:48]1.[CH:17]([CH3:18])([CH3:19])[S:20](=[O:21])(=[O:22])[Cl:23].[Cl:27][CH2:28][Cl:29].[ClH:24].[Na+:26].[OH-:25].[cH:36]1[cH:37][cH:38][n:39][cH:40][cH:41]1>>[C:1]([c:2]1[cH:3][cH:4][cH:5][cH:6][cH:7]1)(=[O:8])[c:9]1[cH:10][c:11]([NH:16][S:20]([CH:17]([CH3:18])[CH3:19])(=[O:21])=[O:22])[c:12]([NH2:15])[cH:13][cH:14]1. Yields the product CC(C)S(=O)(=O)Nc1cc(C(=O)c2ccccc2)ccc1N. Reaction conditions: time 10 minute. The yield is 78.3%. Solvent: N1=CC=CC=C1 (pyridine). RXN SMILES: [F:1][C:2]1[CH:10]=[CH:9][C:5]([C:6](Cl)=[O:7])=[CH:4][CH:3]=1.[Br:11][C:12]1[C:13]([F:22])=[C:14]2[C:20]([NH2:21])=[CH:19][NH:18][C:15]2=[N:16][CH:17]=1>N1C=CC=CC=1>[Br:11][C:12]1[C:13]([F:22])=[C:14]2[C:20]([NH:21][C:6](=[O:7])[C:5]3[CH:9]=[CH:10][C:2]([F:1])=[CH:3][CH:4]=3)=[CH:19][NH:18][C:15]2=[N:16][CH:17]=1. Product: BrC=1C(=C2C(=NC1)NC=C2NC(C2=CC=C(C=C2)F)=O)F (N-(5-bromo-4-fluoro-1H-pyrrolo[2,3-b]pyridin-3-yl)-4-fluorobenzamide). Starting materials: FC1=CC=C(C(=O)Cl)C=C1 (4-Fluorobenzoyl chloride), BrC=1C(=C2C(=NC1)NC=C2N)F (5-bromo-4-fluoro-1H-pyrrolo[2,3-b]pyridin-3-amine). Procedure: 4-Fluorobenzoyl chloride (0.15 mL, 1.30 mmol) was added to 5-bromo-4-fluoro-1H-pyrrolo[2,3-b]pyridin-3-amine (200 mg, 0.87 mmol, Example 1, Step H) in pyridine (5 mL). The reaction was stirred at room temperature for 10 minutes, and then the pyridine was removed. THF (5 mL) and 2N LiOH (3 mL) were added and stirred for 20 minutes. The THF was removed, and water (20 mL) was added. The solid formed was collected by filtration and dried to give N-(5-bromo-4-fluoro-1H-pyrrolo[2,3-b]pyridin-3-yl)-4-f...